From a dataset of the Open Reaction Database (ORD), a public repository of structured organic reaction records. describe an organic reaction: reactants, conditions, products, and yield The reactants are ClC1=NC=C(C(=O)NCC(=O)C=2SC=CC2Cl)C=C1 (6-Chloro-N-[2-(3-chloro-thiphen-2-yl)-2-oxo-ethyl]-nicotinamide), Example 98a, Cl.ClC1=C(SC=C1)C(CN)=O (2-(3-chloro-thiophen-2-yl)-2-oxo-1-ethylamine hydrochloride), ClC1=NC=C(C(=O)Cl)C=C1 (6-chloronicotinoyl chloride). Product: ClC1=CC=C(C=N1)C=1OC(=CN1)C=1SC=CC1Cl (2-(6-Chloro-pyridin-3-yl)-5-(3-chloro-thiophen-2-yl)-oxazole). RXN SMILES: [Cl:1][C:2]1[CH:19]=[CH:18][C:5]([C:6]([NH:8][CH2:9][C:10]([C:12]2[S:13][CH:14]=[CH:15][C:16]=2[Cl:17])=[O:11])=O)=[CH:4][N:3]=1.Cl.ClC1C=CSC=1C(=O)CN.ClC1C=CC(C(Cl)=O)=CN=1>>[Cl:1][C:2]1[N:3]=[CH:4][C:5]([C:6]2[O:11][C:10]([C:12]3[S:13][CH:14]=[CH:15][C:16]=3[Cl:17])=[CH:9][N:8]=2)=[CH:18][CH:19]=1 |f:1.2|. Procedure details: 6-Chloro-N-[2-(3-chloro-thiphen-2-yl)-2-oxo-ethyl]-nicotinamide: The title compound was prepared from 2-(3-chloro-thiophen-2-yl)-2-oxo-1-ethylamine hydrochloride and 6-chloronicotinoyl chloride by a procedure similar to Example 98a as a white solid (0.044 g, 30%). 1H NMR (CD3OD): 8.74 (d, J=8.74 Hz, 1H), 8.13 (d, J=6.3 Hz, 1H), 7.79 (d, J=5.4 Hz, 1H), 7.48 (d, J=9.0 Hz, 1H), 7.07 (d, J=5.4 Hz, 1H), 4.75 (s, 2H). Starting materials: ClCCl, CO, O=C(O)c1cccnc1C(=O)c1cccc(Cl)c1, C=[N+]=[N-]. The product is COC(=O)c1cccnc1C(=O)c1cccc(Cl)c1. RXN SMILES: [CH2:24]([Cl:25])[Cl:26].[CH3:22][OH:23].[Cl:1][c:2]1[cH:3][c:4]([C:5](=[O:6])[c:7]2[n:8][cH:9][cH:10][cH:11][c:12]2[C:13](=[O:14])[OH:15])[cH:16][cH:17][cH:18]1.[N+:19](=[N-:20])=[CH2:21]>>[Cl:1][c:2]1[cH:3][c:4]([C:5](=[O:6])[c:7]2[n:8][cH:9][cH:10][cH:11][c:12]2[C:13](=[O:14])[O:15][CH3:21])[cH:16][cH:17][cH:18]1. Starting materials: Cc1ccc(S(=O)(=O)Cl)cc1, COC(=O)C(C)(C)CO, CN(C)c1ccncc1, ClCCl. Product: COC(=O)C(C)(C)COS(=O)(=O)c1ccc(C)cc1. RXN SMILES: [CH3:10][c:11]1[cH:12][cH:13][c:14]([S:17](=[O:18])(=[O:19])[Cl:20])[cH:15][cH:16]1.[CH3:1][O:2][C:3]([C:4]([CH2:5][OH:6])([CH3:7])[CH3:8])=[O:9].[CH3:21][N:22]([CH3:23])[c:24]1[cH:25][cH:26][n:27][cH:28][cH:29]1.[Cl:30][CH2:31][Cl:32]>>[CH3:1][O:2][C:3]([C:4]([CH2:5][O:6][S:17]([c:14]1[cH:13][cH:12][c:11]([CH3:10])[cH:16][cH:15]1)(=[O:18])=[O:19])([CH3:7])[CH3:8])=[O:9]. The reactants are CC=1C=C(C(=O)N2[C@H](C[C@H](CC2)N2CCC(CC2)(C(=O)OCC)C2=CC=CC=C2)CC2=CC=CC=C2)C=C(C1)C ((±)-ethyl cis-1-[1-(3,5dimethylbenzoyl)-2-(phenylmethyl)-4-piperidinyl]-4-phenyl-4-piperidinecarboxylate). Product: CC=1C=C(C(=O)N2[C@H](C[C@H](CC2)N2CCC(CC2)(C(=O)O)C2=CC=CC=C2)CC2=CC=CC=C2)C=C(C1)C ((±)-cis-1-[1-(3,5-dimethylbenzoyl)-2-(phenylmethyl)-4-piperidinyl]-4-phenyl-4-piperidinecarboxylic acid). As a reaction SMILES: [CH3:1][C:2]1[CH:3]=[C:4]([CH:37]=[C:38]([CH3:40])[CH:39]=1)[C:5]([N:7]1[CH2:12][CH2:11][C@H:10]([N:13]2[CH2:18][CH2:17][C:16]([C:24]3[CH:29]=[CH:28][CH:27]=[CH:26][CH:25]=3)([C:19]([O:21]CC)=[O:20])[CH2:15][CH2:14]2)[CH2:9][C@@H:8]1[CH2:30][C:31]1[CH:36]=[CH:35][CH:34]=[CH:33][CH:32]=1)=[O:6]>[OH-].[Na+].O1CCOCC1>[CH3:1][C:2]1[CH:3]=[C:4]([CH:37]=[C:38]([CH3:40])[CH:39]=1)[C:5]([N:7]1[CH2:12][CH2:11][C@H:10]([N:13]2[CH2:18][CH2:17][C:16]([C:24]3[CH:25]=[CH:26][CH:27]=[CH:28][CH:29]=3)([C:19]([OH:21])=[O:20])[CH2:15][CH2:14]2)[CH2:9][C@@H:8]1[CH2:30][C:31]1[CH:36]=[CH:35][CH:34]=[CH:33][CH:32]=1)=[O:6] |f:1.2|. Procedure details: A solution of (±)-ethyl cis-1-[1-(3,5dimethylbenzoyl)-2-(phenylmethyl)-4-piperidinyl]-4-phenyl-4-piperidinecarboxylate (2.96 g) in NaOH (20 ml) and dioxane (50 ml) was stirred and refluxed for 30 hours. The mixture was evaporated and HCl, (1N; 20 ml) was added. The precipitate was filtered off, water (100 ml) and CH2Cl2 (10 ml) were added and filtered again. The precipitate was taken up in water, heated, cooled, filtered off and dried. The product was purified by HPLC (eluent: ammoniumacetate an... Solvent: [OH-].[Na+] (NaOH), O1CCOCC1 (dioxane). Isolated yield 38.8%. The reactants are CC(C)O, CCSc1ncc2cccc(C=O)n12. The product is O=Cc1cccc2cncn12. Reaction SMILES: [CH:15]([OH:16])([CH3:17])[CH3:18].[CH:1](=[O:2])[c:3]1[cH:4][cH:5][cH:6][c:7]2[n:8]1[c:9]([S:12][CH2:13][CH3:14])[n:10][cH:11]2>>[CH:1](=[O:2])[c:3]1[cH:4][cH:5][cH:6][c:7]2[n:8]1[cH:9][n:10][cH:11]2.